This data is from the Open Reaction Database (ORD), a public repository of structured organic reaction records. The task is: describe an organic reaction: reactants, conditions, products, and yield Reactants: CNC(=O)C1=CC=CC=2SC(=CC21)C2=NC(=NC=C2C)NCCCN2C[C@@H](NCC2)C ((S)-2-{5-methyl-2-[3-(3-methylpiperazin-1-yl)-propylamino]-pyrimidin-4-yl}-benzo[b]thiophene-4-carboxylic acid methylamide), Cl.Cl.ClC=1C(=NC(=NC1)NCCC1CCN(CC1)C)C1=CC2=C(S1)C=CC=C2C(=O)N (2-{5-chloro-2-[2-(1-methylpiperidin-4-yl)-ethylamino]-pyrimidin-4-yl}-benzo[b]thiophene-4-carboxylic acid amide di-hydrochloride). Product: Cl.Cl.Cl.CNC(=O)C1=CC=CC=2SC(=CC21)C2=NC(=NC=C2C)NCCCN2C[C@@H](N(CC2)C)C ((S)-2-{2-[3-(3,4-Dimethylpiperazin-1-yl)-propylamino]-5-methylpyrimidin-4-yl}-benzo[b]thiophene-4-carboxylic acid methylamide tri-hydrochloride). Reaction SMILES: [ClH:1].Cl.[Cl:3][C:4]1C(C2SC3C=CC=C(C(N)=O)C=3C=2)=NC(NCCC2CCN(C)CC2)=NC=1.[CH3:32][NH:33][C:34]([C:36]1[C:44]2[CH:43]=[C:42]([C:45]3[C:50]([CH3:51])=[CH:49][N:48]=[C:47]([NH:52][CH2:53][CH2:54][CH2:55][N:56]4[CH2:61][CH2:60][NH:59][C@@H:58]([CH3:62])[CH2:57]4)[N:46]=3)[S:41][C:40]=2[CH:39]=[CH:38][CH:37]=1)=[O:35]>>[ClH:3].[ClH:1].[ClH:3].[CH3:32][NH:33][C:34]([C:36]1[C:44]2[CH:43]=[C:42]([C:45]3[C:50]([CH3:51])=[CH:49][N:48]=[C:47]([NH:52][CH2:53][CH2:54][CH2:55][N:56]4[CH2:61][CH2:60][N:59]([CH3:4])[C@@H:58]([CH3:62])[CH2:57]4)[N:46]=3)[S:41][C:40]=2[CH:39]=[CH:38][CH:37]=1)=[O:35] |f:0.1.2,4.5.6.7|. Reported procedure: Using the method of 2-{5-chloro-2-[2-(1-methylpiperidin-4-yl)-ethylamino]-pyrimidin-4-yl}-benzo[b]thiophene-4-carboxylic acid amide di-hydrochloride, the title compound is synthesized from (S)-2-{5-methyl-2-[3-(3-methylpiperazin-1-yl)-propylamino]-pyrimidin-4-yl}-benzo[b]thiophene-4-carboxylic acid methylamide and isolated as a yellow solid. ES+(m/z) 453 [M(free base)+H]. Reaction SMILES: [CH3:1]N(C)C=O.P(Cl)(Cl)(Cl)=O.[CH3:11][O:12][C:13]1[CH:27]=[CH:26][C:25]([O:28][CH3:29])=[CH:24][C:14]=1[NH:15]/[C:16](/[CH3:23])=[CH:17]\[C:18]([O:20][CH2:21][CH3:22])=[O:19]>ClC(Cl)C>[CH3:29][O:28][C:25]1[CH:26]=[CH:27][C:13]([O:12][CH3:11])=[C:14]2[C:24]=1[CH:1]=[C:17]([C:18]([O:20][CH2:21][CH3:22])=[O:19])[C:16]([CH3:23])=[N:15]2. Reaction conditions: time 3.5 hour. Procedure: To a 0° C. solution of dimethylformamide (7.5 mL, 0.097 mol) in dichloroethane (20 mL) is added dropwise phosphorous oxychloride (9.0 mL, 0.097 mol). After stirring for 3.5 hours at room temperature, a solution of ethyl 3-(2,5-dimethoxyanilino)crotonate (25.8 g, 0.097 mol) in dichloroethane (130 mL) is added dropwise at 25° C. The resulting solution is heated at reflux temperature for 3 hours. After cooling to room temperature, the reaction is quenched by the addition of an aqueous ammonium chlo... The solvent is ClC(C)Cl (dichloroethane), ClC(C)Cl (dichloroethane). Product: COC1=C2C=C(C(=NC2=C(C=C1)OC)C)C(=O)OCC (ETHYL 5,8-DIMETHOXY-2-METHYLQUINOLINE-3-CARBOXYLATE). Reactants: CN(C=O)C (dimethylformamide), P(=O)(Cl)(Cl)Cl (phosphorous oxychloride), COC1=C(N\C(=C/C(=O)OCC)\C)C=C(C=C1)OC (ethyl 3-(2,5-dimethoxyanilino)crotonate). Yield: 127.3%. Procedure details: To a mixture of 3-Nitro-N-(tetrahydro-2H-pyran-4-yl)benzamide (360 mg, 1.439 mmol), ammonium formate (272 mg, 4.32 mmol) in methanol (20 ml) at 0° C., was added Pd/C (10%, 0.04 g) and the reaction mixture was stirred at 60° C. for 1 hrs. The reaction mixture was cooled to room temperature and filtered through celite, the filtrate was concentrated under vacuum. The residue was taken in ethyl acetate and the organic layer was washed with water and brine, dried over sodium sulfate and concentrated ... Solvent: CO (methanol). Product: NC=1C=C(C(=O)NC2CCOCC2)C=CC1 (3-Amino-N-(tetrahydro-2H-pyran-4-yl)benzamide). As a reaction SMILES: [N+:1]([C:4]1[CH:5]=[C:6]([CH:16]=[CH:17][CH:18]=1)[C:7]([NH:9][CH:10]1[CH2:15][CH2:14][O:13][CH2:12][CH2:11]1)=[O:8])([O-])=O.C([O-])=O.[NH4+]>CO.[Pd]>[NH2:1][C:4]1[CH:5]=[C:6]([CH:16]=[CH:17][CH:18]=1)[C:7]([NH:9][CH:10]1[CH2:15][CH2:14][O:13][CH2:12][CH2:11]1)=[O:8] |f:1.2|. Reactants: [N+](=O)([O-])C=1C=C(C(=O)NC2CCOCC2)C=CC1 (3-Nitro-N-(tetrahydro-2H-pyran-4-yl)benzamide), C(=O)[O-].[NH4+] (ammonium formate). Reaction conditions: temperature 60 celsius, time 1 hour. Reagents/catalysts: [Pd] (Pd/C). Isolated yield 94.6%. Reactants: [N+](=O)([O-])C=1C(=CC2=C(OCO2)C1)C(=O)OC (methyl 6-nitro-1,3-benzodioxole-5-carboxylate), C(C)(=O)OCC (ethyl acetate). The reagents and catalysts are [Pd] (palladium on carbon). Run in CO (methanol). Conditions: time 3 hour. The product is NC=1C(=CC2=C(OCO2)C1)C(=O)OC (methyl 6-amino-1,3-benzodioxole-5-carboxylate). RXN SMILES: [N+:1]([C:4]1[C:5]([C:13]([O:15][CH3:16])=[O:14])=[CH:6][C:7]2[O:11][CH2:10][O:9][C:8]=2[CH:12]=1)([O-])=O.C(OCC)(=O)C>[Pd].CO>[NH2:1][C:4]1[C:5]([C:13]([O:15][CH3:16])=[O:14])=[CH:6][C:7]2[O:11][CH2:10][O:9][C:8]=2[CH:12]=1. Procedure: A mixture of the methyl 6-nitro-1,3-benzodioxole-5-carboxylate, 5% palladium on carbon (1.5 g), ethyl acetate (180 mL) and methanol (80 mL) was stirred 3 hours under a hydrogen atmosphere (15 psi). The mixture was filtered and concentrated and the residue was recrystallized from cyclohexane (200 mL) to give methyl 6-amino-1,3-benzodioxole-5-carboxylate (6.3 g, 32 mmol), m.p. 107°-108° C. Starting materials: COC=1C=C(C=CC1N1C=NC(=C1)C)N (3-methoxy-4-(4-methyl-imidazol-1-yl)-phenylamine), ClC1=NC=C(C(=N1)C(F)(F)F)C(=O)OC (methyl 2-chloro-4-trifluoromethyl-pyrimidine-5-carboxylate). Yields the product COC(=O)C=1C(=NC(=NC1)NC1=CC(=C(C=C1)N1C=NC(=C1)C)OC)C(F)(F)F (2-[3-Methoxy-4-(4-methyl-imidazol-1-yl)-phenylamino]-4-trifluoromethyl-pyrimidine-5-carboxylic acid methyl ester). Reaction SMILES: [CH3:1][O:2][C:3]1[CH:4]=[C:5]([NH2:15])[CH:6]=[CH:7][C:8]=1[N:9]1[CH:13]=[C:12]([CH3:14])[N:11]=[CH:10]1.Cl[C:17]1[N:22]=[C:21]([C:23]([F:26])([F:25])[F:24])[C:20]([C:27]([O:29][CH3:30])=[O:28])=[CH:19][N:18]=1>>[CH3:30][O:29][C:27]([C:20]1[C:21]([C:23]([F:26])([F:24])[F:25])=[N:22][C:17]([NH:15][C:5]2[CH:6]=[CH:7][C:8]([N:9]3[CH:13]=[C:12]([CH3:14])[N:11]=[CH:10]3)=[C:3]([O:2][CH3:1])[CH:4]=2)=[N:18][CH:19]=1)=[O:28]. Procedure: The title compound was prepared in analogous manner as described in example 1e) from 3-methoxy-4-(4-methyl-imidazol-1-yl)-phenylamine and methyl 2-chloro-4-trifluoromethyl-pyrimidine-5-carboxylate. The reaction was heated to reflux for 16 h. The title compound was obtained as a pale-yellow solid in 20% yield. The reactants are Cl.C1NC(CC2=CC=CC=C12)C(=O)O (1,2,3,4-tetrahydro-3-isoquinolinecarboxylic acid hydrochloride), C(C1=CC=CC=C1)(=O)Cl (benzoyl chloride), Cl (HCl). The solvent is [OH-].[Na+] (NaOH). Reaction conditions: time 1.5 hour. The product is C(C1=CC=CC=C1)(=O)N1CC2=CC=CC=C2CC1C(=O)O (N-Benzoyl-1,2,3,4-tetrahydro-3-isoquinolinecarboxylic acid). RXN SMILES: Cl.[CH2:2]1[C:11]2[C:6](=[CH:7][CH:8]=[CH:9][CH:10]=2)[CH2:5][CH:4]([C:12]([OH:14])=[O:13])[NH:3]1.[C:15](Cl)(=[O:22])[C:16]1[CH:21]=[CH:20][CH:19]=[CH:18][CH:17]=1.Cl>[OH-].[Na+]>[C:15]([N:3]1[CH:4]([C:12]([OH:14])=[O:13])[CH2:5][C:6]2[C:11](=[CH:10][CH:9]=[CH:8][CH:7]=2)[CH2:2]1)(=[O:22])[C:16]1[CH:21]=[CH:20][CH:19]=[CH:18][CH:17]=1 |f:0.1,4.5|. Procedure details: This compound was prepared according to Hein et. al., J. Amer. Chem. Soc.; 1962, 84, 4487-4494, incorporated by reference herein in its entirety. Thus, a slurry of 1,2,3,4-tetrahydro-3-isoquinolinecarboxylic acid hydrochloride (20.3 g, 95 mmol) in 2N NaOH (150 ml) was treated with benzoyl chloride (13.4 ml, 114 mmol) dropwise over 30 minutes. The mixture was stirred a further 1.5 hours, acidified to pH 2-3 (4N HCl), and extracted with ethyl acetate. The organic phase was washed with water and br... Starting materials: BrC1=C(C#N)C=CC=C1F (2-Bromo-3-fluorobenzonitrile), N1N=CC=C1B(O)O ((1H-pyrazol-5-yl)boronic acid), C(=O)(O)[O-].[Na+] (NaHCO3). Reagents/catalysts: C=1C=CC(=CC1)[P](C=2C=CC=CC2)(C=3C=CC=CC3)[Pd]([P](C=4C=CC=CC4)(C=5C=CC=CC5)C=6C=CC=CC6)([P](C=7C=CC=CC7)(C=8C=CC=CC8)C=9C=CC=CC9)[P](C=1C=CC=CC1)(C=1C=CC=CC1)C=1C=CC=CC1 (Pd(PPh3)4). Solvent: COCCOC (DME), O (water). Reaction conditions: temperature 23 celsius. Product: FC=1C(=C(C#N)C=CC1)C1=CC=NN1 (3-fluoro-2-(1H-pyrazol-5-yl)benzonitrile). Yield: 20.7%. Reaction SMILES: Br[C:2]1[C:9]([F:10])=[CH:8][CH:7]=[CH:6][C:3]=1[C:4]#[N:5].[NH:11]1[C:15](B(O)O)=[CH:14][CH:13]=[N:12]1.C([O-])(O)=O.[Na+]>COCCOC.O.C1C=CC([P]([Pd]([P](C2C=CC=CC=2)(C2C=CC=CC=2)C2C=CC=CC=2)([P](C2C=CC=CC=2)(C2C=CC=CC=2)C2C=CC=CC=2)[P](C2C=CC=CC=2)(C2C=CC=CC=2)C2C=CC=CC=2)(C2C=CC=CC=2)C2C=CC=CC=2)=CC=1>[F:10][C:9]1[C:2]([C:13]2[NH:12][N:11]=[CH:15][CH:14]=2)=[C:3]([CH:6]=[CH:7][CH:8]=1)[C:4]#[N:5] |f:2.3,^1:34,36,55,74|. Procedure: 2-Bromo-3-fluorobenzonitrile (1.0 g, 5.0 mmol) and (1H-pyrazol-5-yl)boronic acid (647 mg, 4.6 mmol) were combined and dissolved in degassed DME (15 mL) then treated with NaHCO3 (1260 mg, 8.4 mmol) in water and the reaction purged with bubbling N2 for 5 minutes. The reaction was treated with Pd(PPh3)4 (288 mg, 0.2 mmol) and then purged with bubbling for 5 minutes in a sealed vessel and then heated to reflux for 2 h. The reaction was then cooled to 23° C. filtered and the solids were rinsed with E... Starting materials: Cl (HCl), ClC1=C(N=C(N1C1=CC=C(C(=O)CC(=O)[O-])C=C1)C)C1OCCO1 (4-[5-chloro-4-(1,3-dioxolan-2-yl)-2-methylimidazol-1-yl]benzoylacetate), 5, CC1=CC(=C(C=C1C)N)N (4,5-dimethyl-1,2-diaminobenzene). The solvent is C1CCOC1 (THF), C1(=CC=CC=C1)C (toluene). Run at temperature 70 celsius. Product: CC1=CC2=C(NC(CC(=N2)C2=CC=C(C=C2)N2C(=NC(=C2Cl)C=O)C)=O)C=C1C (2,3-Dihydro-7,8-dimethyl-4-[4-(5-chloro-4-formyl-2-methylimidazol-1-yl)phenyl]-1H-[1,5]benzodiazepin-2-one). RXN SMILES: [Cl:1][C:2]1[N:6]([C:7]2[CH:18]=[CH:17][C:10]([C:11]([CH2:13][C:14]([O-:16])=O)=O)=[CH:9][CH:8]=2)[C:5]([CH3:19])=[N:4][C:3]=1[CH:20]1[O:24]CCO1.[CH3:25][C:26]1[C:31]([CH3:32])=[CH:30][C:29]([NH2:33])=[C:28]([NH2:34])[CH:27]=1.Cl>C1(C)C=CC=CC=1.C1COCC1>[CH3:25][C:26]1[C:31]([CH3:32])=[CH:30][C:29]2[NH:33][C:14](=[O:16])[CH2:13][C:11]([C:10]3[CH:9]=[CH:8][C:7]([N:6]4[C:2]([Cl:1])=[C:3]([CH:20]=[O:24])[N:4]=[C:5]4[CH3:19])=[CH:18][CH:17]=3)=[N:34][C:28]=2[CH:27]=1. Reported procedure: A solution of 4-[5-chloro-4-(1,3-dioxolan-2-yl)-2-methylimidazol-1-yl]benzoylacetate from Preparation 5 (155 mg, 0.38 mmol), and 4,5-dimethyl-1,2-diaminobenzene (55 mg, 0.4 mmol) in toluene (4 ml) was heated at reflux for 4.5 hours, then evaporated to dryness and purified by flash chromatography (eluting with ethyl acetate) to afford a pale yellow gum. 1M HCl (2 ml) was added to a solution of the residue in THF (2 ml) and the mixture was heated to 70° C. for 1 hour. The THF was evaporated and th...